Dataset: the Open Reaction Database (ORD), a public repository of structured organic reaction records. Task: describe an organic reaction: reactants, conditions, products, and yield Reactants: CN1CCC(CC1)CN1CCNCC1 (1-((1-methylpiperidin-4-yl)methyl)piperazine), C(O)([O-])=O.[Na+] (sodium hydrogen carbonate), N,N′-Carbonyldiimidazole, COC1=CC(=C(C(=C1)C)S(=O)(=O)N1CC2=CC=CC=C2C[C@H]1COCC(=O)O)C ((S)-2-((2-(4-methoxy-2,6-dimethylphenylsulfonyl)-1,2,3,4-tetrahydroisoquinolin-3-yl)methoxy)-acetic acid). Run in ClCCl (dichloromethane), ClCCl (dichloromethane). Conditions: time 2 hour. Product: COC1=CC(=C(C(=C1)C)S(=O)(=O)N1CC2=CC=CC=C2C[C@H]1COCC(=O)N1CCN(CC1)CC1CCN(CC1)C)C ((S)-2-((2-(4-methoxy-2,6-dimethylphenylsulfonyl)-1,2,3,4-tetrahydroisoquinolin-3-yl)-methoxy)-1-(4-((1-methylpiperidin-4-yl)methyl)piperazin-1-yl)ethanone). Reaction SMILES: [CH3:1][O:2][C:3]1[CH:8]=[C:7]([CH3:9])[C:6]([S:10]([N:13]2[C@H:22]([CH2:23][O:24][CH2:25][C:26](O)=[O:27])[CH2:21][C:20]3[C:15](=[CH:16][CH:17]=[CH:18][CH:19]=3)[CH2:14]2)(=[O:12])=[O:11])=[C:5]([CH3:29])[CH:4]=1.[CH3:30][N:31]1[CH2:36][CH2:35][CH:34]([CH2:37][N:38]2[CH2:43][CH2:42][NH:41][CH2:40][CH2:39]2)[CH2:33][CH2:32]1.C(=O)([O-])O.[Na+]>ClCCl>[CH3:1][O:2][C:3]1[CH:8]=[C:7]([CH3:9])[C:6]([S:10]([N:13]2[C@H:22]([CH2:23][O:24][CH2:25][C:26]([N:41]3[CH2:40][CH2:39][N:38]([CH2:37][CH:34]4[CH2:35][CH2:36][N:31]([CH3:30])[CH2:32][CH2:33]4)[CH2:43][CH2:42]3)=[O:27])[CH2:21][C:20]3[C:15](=[CH:16][CH:17]=[CH:18][CH:19]=3)[CH2:14]2)(=[O:12])=[O:11])=[C:5]([CH3:29])[CH:4]=1 |f:2.3|. Reported procedure: N,N′-Carbonyldiimidazole (131 mg, 0.813 mmol) was added to a solution of (S)-2-((2-(4-methoxy-2,6-dimethylphenylsulfonyl)-1,2,3,4-tetrahydroisoquinolin-3-yl)methoxy)-acetic acid (step d, Example 127) (325 mg, 0.775 mmol) in dichloromethane (5 ml), and stirring was carried out for 2 h at 30° C. A solution of 1-((1-methylpiperidin-4-yl)methyl)piperazine (152 mg, 0.775 mmol) in dichloromethane (5 ml) was then added at room temperature, and the reaction mixture was stirred for 15 h at that temperatu... Starting materials: N1C(=CC2=CC=CC=C12)C(CN)(C)C (2-(indol-2-yl)-2-methylpropylamine), C(=O)(N1C=NC=C1)N1C=NC=C1 (1,1'-carbonyldiimidazole). Run in O1CCCC1 (tetrahydrofuran). Run at time 3 hour. Yields the product N1C(=CC2=CC=CC=C12)C(CNC(=O)N1C=NC=C1)(C)C (N-[2-(indol-2-yl)-2-methylpropyl]-1-imidazolecarboxamide). Yield: 72.5%. As a reaction SMILES: [NH:1]1[C:9]2[C:4](=[CH:5][CH:6]=[CH:7][CH:8]=2)[CH:3]=[C:2]1[C:10]([CH3:14])([CH3:13])[CH2:11][NH2:12].[C:15](N1C=CN=C1)([N:17]1[CH:21]=[CH:20][N:19]=[CH:18]1)=[O:16]>O1CCCC1>[NH:1]1[C:9]2[C:4](=[CH:5][CH:6]=[CH:7][CH:8]=2)[CH:3]=[C:2]1[C:10]([CH3:14])([CH3:13])[CH2:11][NH:12][C:15]([N:17]1[CH:21]=[CH:20][N:19]=[CH:18]1)=[O:16]. Procedure: To a solution of 2-(indol-2-yl)-2-methylpropylamine (363.2 mg) in tetrahydrofuran (10 ml) was added 1,1'-carbonyldiimidazole (340 mg) in small portions at room temperature. After stirring for 3 hours, the reaction mixture was evaporated in vacuo. The residue was purified by silica gel column chromatography (3% methanol-chloroform) to give N-[2-(indol-2-yl)-2-methylpropyl]-1-imidazolecarboxamide (395 mg) as crystals. Reactants: C1CCOC1, O=S(=O)(c1ccccc1)n1ccc2c(Cl)c(C(F)(F)F)cnc21, [K+], [Li+], [OH-], O=S(=O)([O-])O. Yields the product FC(F)(F)c1cnc2[nH]ccc2c1Cl. Reaction SMILES: [CH2:32]1[O:33][CH2:34][CH2:35][CH2:36]1.[Cl:3][c:4]1[c:5]2[c:6]([n:7][cH:8][c:9]1[C:10]([F:11])([F:12])[F:13])[n:14]([S:17]([c:18]1[cH:19][cH:20][cH:21][cH:22][cH:23]1)(=[O:24])=[O:25])[cH:15][cH:16]2.[K+:31].[Li+:2].[OH-:1].[S:26]([O-:27])([OH:28])(=[O:29])=[O:30]>>[Cl:3][c:4]1[c:5]2[c:6]([n:7][cH:8][c:9]1[C:10]([F:11])([F:12])[F:13])[nH:14][cH:15][cH:16]2. RXN SMILES: [CH3:1][O:2][C:3]1([C:10]2[CH:37]=[CH:36][C:35]([C:38]([F:41])([F:40])[F:39])=[CH:34][C:11]=2[CH2:12][N:13]([CH2:19][C:20]2[CH:25]=[C:24]([C:26]([F:29])([F:28])[F:27])[CH:23]=[C:22]([C:30]([F:33])([F:32])[F:31])[CH:21]=2)[C:14]2[N:15]=[N:16][NH:17][N:18]=2)[CH2:9][CH2:8][CH2:7][CH2:6][CH2:5][CH2:4]1.[C:42](=O)([O-])[O-].[Na+].[Na+].CN(C)C=O.S(OC)(OC)(=O)=O>CC1CCCO1.C(OCC)(=O)C>[CH3:1][O:2][C:3]1([C:10]2[CH:37]=[CH:36][C:35]([C:38]([F:41])([F:39])[F:40])=[CH:34][C:11]=2[CH2:12][N:13]([CH2:19][C:20]2[CH:21]=[C:22]([C:30]([F:33])([F:32])[F:31])[CH:23]=[C:24]([C:26]([F:28])([F:27])[F:29])[CH:25]=2)[C:14]2[N:15]=[N:16][N:17]([CH3:42])[N:18]=2)[CH2:4][CH2:5][CH2:6][CH2:7][CH2:8][CH2:9]1 |f:1.2.3|. Yield: 81.0%. The product is COC1(CCCCCC1)C1=C(CN(C=2N=NN(N2)C)CC2=CC(=CC(=C2)C(F)(F)F)C(F)(F)F)C=C(C=C1)C(F)(F)F (N-(2-(1-methoxycycloheptyl)-5-(trifluoromethyl)benzyl)-N-(3,5-bis(trifluoromethyl)benzyl)-2-methyl-2H-tetrazol-5-amine). Reaction conditions: temperature 60 celsius, time 16 hour. Run in C(C)(=O)OCC (ethyl acetate), CC1OCCC1 (2-methyltetrahydrofuran). Procedure: To a solution of N-(2-(1-methoxycycloheptyl)-5-(trifluoromethyl)benzyl)-N-(3,5-bis(trifluoromethyl)benzyl)-2H-tetrazol-5-amine (145 mg; 0.243 mmol) in 2-methyltetrahydrofuran (2.5 mL) was added sodium carbonate (110 mg; 1.03 mmol), N,N-dimethylformamide (1.0 mL) and dimethyl sulfate (70 uL; 0.739 mmol). Reaction was stirred for 16 hours at 60° C. The reaction was diluted with ethyl acetate, washed twice with water and then brine. The organic was dried sodium sulfate and concentrated under reduce... The reactants are COC1(CCCCCC1)C1=C(CN(C=2N=NNN2)CC2=CC(=CC(=C2)C(F)(F)F)C(F)(F)F)C=C(C=C1)C(F)(F)F (N-(2-(1-methoxycycloheptyl)-5-(trifluoromethyl)benzyl)-N-(3,5-bis(trifluoromethyl)benzyl)-2H-tetrazol-5-amine), C([O-])([O-])=O.[Na+].[Na+] (sodium carbonate), CN(C=O)C (N,N-dimethylformamide), S(=O)(=O)(OC)OC (dimethyl sulfate). Starting materials: C1CCOC1, CN1CCN(c2ccc(N)cc2)CC1, CC(=O)Nc1ccc(C(=O)c2ccc3c(c2)C(=CO)C(=O)N3)cc1. The product is CC(=O)Nc1ccc(C(=O)c2ccc3c(c2)C(=CNc2ccc(N4CCN(C)CC4)cc2)C(=O)N3)cc1. RXN SMILES: [CH2:39]1[O:40][CH2:41][CH2:42][CH2:43]1.[CH3:25][N:26]1[CH2:27][CH2:28][N:29]([c:32]2[cH:33][cH:34][c:35]([NH2:38])[cH:36][cH:37]2)[CH2:30][CH2:31]1.[OH:1][CH:2]=[C:3]1[C:4](=[O:24])[NH:5][c:6]2[cH:7][cH:8][c:9]([C:12](=[O:13])[c:14]3[cH:15][cH:16][c:17]([NH:20][C:21]([CH3:22])=[O:23])[cH:18][cH:19]3)[cH:10][c:11]21>>[CH:2](=[C:3]1[C:4](=[O:24])[NH:5][c:6]2[cH:7][cH:8][c:9]([C:12](=[O:13])[c:14]3[cH:15][cH:16][c:17]([NH:20][C:21]([CH3:22])=[O:23])[cH:18][cH:19]3)[cH:10][c:11]21)[NH:38][c:35]1[cH:34][cH:33][c:32]([N:29]2[CH2:28][CH2:27][N:26]([CH3:25])[CH2:31][CH2:30]2)[cH:37][cH:36]1. Yields the product COC=1C=C(C=CC1O)CC#N (3-Methoxy-4-hydroxyphenylacetonitrile). Run at time 2 hour. Procedure details: 185g of 3-methoxy-4-hydroxybenzyl alcohol are dissolved in 1,250 ml of DMSO and 35g of anhydrous hydrocyanic acid are passed in over the course of 1 hour at 125°C. The mixture is then stirred for a further 2 hours, and worked up as indicated above. The yield was 160.5g (82% of theory). Starting materials: C#N (hydrocyanic acid), 160.5g, 185g, COC=1C=C(CO)C=CC1O (3-methoxy-4-hydroxybenzyl alcohol), 35g. The solvent is CS(=O)C (DMSO). Reaction SMILES: [CH3:1][O:2][C:3]1[CH:4]=[C:5]([CH:8]=[CH:9][C:10]=1[OH:11])[CH2:6]O.[CH:12]#[N:13]>CS(C)=O>[CH3:1][O:2][C:3]1[CH:4]=[C:5]([CH2:6][C:12]#[N:13])[CH:8]=[CH:9][C:10]=1[OH:11]. The reactants are N1C(C=CC=C1)=O (1H-pyridin-2-one), ClC=1C=CC(=NC1)COC1=CC(N(C=C1)C1=CC=C(C=C1)OC[C@@H]1N(CCC1)C(=O)OC(C)(C)C)=O (4-[(5-chloro-2-pyridinyl)methoxy]-1-(4-{[(2R)-1-(tert-butoxycarbonyl)-2-pyrrolidinyl]methyloxy}phenyl)-1H-pyridin-2-one). Yields the product ClC=1C=CC(=NC1)COC1=CC(N(C=C1)C1=CC=C(C=C1)OC[C@@H]1NCCC1)=O (4-[(5-Chloro-2-pyridinyl)methoxy]-1-(4-{[(2R)-2-pyrrolidinyl]methoxy}phenyl)-1H-pyridin-2-one). As a reaction SMILES: N1C=CC=CC1=O.[Cl:8][C:9]1[CH:10]=[CH:11][C:12]([CH2:15][O:16][C:17]2[CH:22]=[CH:21][N:20]([C:23]3[CH:28]=[CH:27][C:26]([O:29][CH2:30][C@H:31]4[CH2:35][CH2:34][CH2:33][N:32]4C(OC(C)(C)C)=O)=[CH:25][CH:24]=3)[C:19](=[O:43])[CH:18]=2)=[N:13][CH:14]=1>>[Cl:8][C:9]1[CH:10]=[CH:11][C:12]([CH2:15][O:16][C:17]2[CH:22]=[CH:21][N:20]([C:23]3[CH:28]=[CH:27][C:26]([O:29][CH2:30][C@H:31]4[CH2:35][CH2:34][CH2:33][NH:32]4)=[CH:25][CH:24]=3)[C:19](=[O:43])[CH:18]=2)=[N:13][CH:14]=1. Reported procedure: Example 121 was repeated except that 4-[(5-chloro-2-pyridinyl)methoxy]-1-(4-{[(3R)-1-tert-butoxycarbonyl)-3-pyrrolidinyl]oxy}phenyl)-1H-pyridin-2-one was replaced with 4-[(5-chloro-2-pyridinyl)methoxy]-1-(4-{[(2R)-1-(tert-butoxycarbonyl)-2-pyrrolidinyl]methyloxy}phenyl)-1H-pyridin-2-one to provide the title compound. Reactants: CN(C)C=O, CI, CCOC(C)=O, COc1ccc(-c2ccnn2-c2ccc(F)cc2)cc1O, O. Product: COc1ccc(-c2ccnn2-c2ccc(F)cc2)cc1OC. As a reaction SMILES: [CH3:22][N:23]([CH3:24])[CH:25]=[O:26].[CH3:27][I:28].[CH3:29][CH2:30][O:31][C:32](=[O:33])[CH3:34].[F:1][c:2]1[cH:3][cH:4][c:5](-[n:8]2[n:9][cH:10][cH:11][c:12]2-[c:13]2[cH:14][cH:15][c:16]([O:20][CH3:21])[c:17]([OH:19])[cH:18]2)[cH:6][cH:7]1.[OH2:35]>>[F:1][c:2]1[cH:3][cH:4][c:5](-[n:8]2[n:9][cH:10][cH:11][c:12]2-[c:13]2[cH:14][cH:15][c:16]([O:20][CH3:21])[c:17]([O:19][CH3:22])[cH:18]2)[cH:6][cH:7]1. Reactants: FC=1C=C(C=C(C1)F)C1=CC=C(C=C1)CCC=O (3-(3′,5′-difluorobiphenyl-4-yl)propanal), C1CCN2C[C@@H]3C[C@H]([C@H]2C1)CN4[C@H]3CCCC4 ((−)-Sparteine), C(C1=CC=CC=C1)[C@@H]1N(C(SC1)=O)C(CCN1N=NC2=C(C1=O)C=CC=C2)=O (3-{3-[(45)-4-benzyl-2-oxo-1,3-thiazolidin-3-yl]-3-oxopropyl}-1,2,3-benzotriazin-4(3H)-one). Reagents/catalysts: [Ti](Cl)(Cl)(Cl)Cl (Titanium tetrachloride). Solvent: ClCCl (dichloromethane), ClCCl (dichloromethane). Reaction conditions: temperature 0 celsius, time 12.5 minute. Product: C(C1=CC=CC=C1)[C@@H]1N(C(SC1)=O)C(=O)[C@H](CN1N=NC2=C(C1=O)C=CC=C2)[C@H](CCC2=CC=C(C=C2)C2=CC(=CC(=C2)F)F)O (3-[(2R,3S)-2-{[(4S)-4-benzyl-2-oxo-1,3-thiazolidin-3-yl]carbonyl}-5-(3′,5′-difluorobiphenyl-4-yl)-3-hydroxypentyl]-1,2,3-benzotriazin-4(3H)-one). Reaction SMILES: [CH2:1]([C@H:8]1[CH2:12][S:11][C:10](=[O:13])[N:9]1[C:14](=[O:28])[CH2:15][CH2:16][N:17]1[C:22](=[O:23])[C:21]2[CH:24]=[CH:25][CH:26]=[CH:27][C:20]=2[N:19]=[N:18]1)[C:2]1[CH:7]=[CH:6][CH:5]=[CH:4][CH:3]=1.C1C[C@H]2N(C[C@H]3[C@@H]4CCCCN4C[C@@H]2C3)CC1.[F:46][C:47]1[CH:48]=[C:49]([C:54]2[CH:59]=[CH:58][C:57]([CH2:60][CH2:61][CH:62]=[O:63])=[CH:56][CH:55]=2)[CH:50]=[C:51]([F:53])[CH:52]=1>ClCCl.[Ti](Cl)(Cl)(Cl)Cl>[CH2:1]([C@H:8]1[CH2:12][S:11][C:10](=[O:13])[N:9]1[C:14]([C@@H:15]([C@@H:62]([OH:63])[CH2:61][CH2:60][C:57]1[CH:58]=[CH:59][C:54]([C:49]2[CH:48]=[C:47]([F:46])[CH:52]=[C:51]([F:53])[CH:50]=2)=[CH:55][CH:56]=1)[CH2:16][N:17]1[C:22](=[O:23])[C:21]2[CH:24]=[CH:25][CH:26]=[CH:27][C:20]=2[N:19]=[N:18]1)=[O:28])[C:2]1[CH:7]=[CH:6][CH:5]=[CH:4][CH:3]=1. Procedure: In a flame-dried flask, 3-{3-[(45)-4-benzyl-2-oxo-1,3-thiazolidin-3-yl]-3-oxopropyl}-1,2,3-benzotriazin-4(3H)-one (0.25 g) was taken up in dichloromethane (10 mL) and cooled to 0° C. Titanium tetrachloride (0.76 mL, 1 M solution) was added drop-wise and the reaction mixture was stirred for 10 to 15 minutes. (−)-Sparteine (0.36 mL) was added slowly to the reaction mixture and stirred at 0° C. for 20 minutes. A solution of the compound obtained from step e above (0.187 g) in dichloromethane (10 mL...